Task: describe an organic reaction: reactants, conditions, products, and yield. Dataset: the Open Reaction Database (ORD), a public repository of structured organic reaction records Conditions: time 1 hour. Reaction SMILES: [CH3:1][O:2][C:3]1[CH:4]=[C:5]([CH:16]=[CH:17][C:18]=1[C:19]([CH3:23])([CH3:22])[CH:20]=[O:21])[C:6]([O:8][CH2:9][C:10]1[CH:15]=[CH:14][CH:13]=[CH:12][CH:11]=1)=[O:7].[BH4-].[Na+]>CO>[OH:21][CH2:20][C:19]([C:18]1[CH:17]=[CH:16][C:5]([C:6]([O:8][CH2:9][C:10]2[CH:11]=[CH:12][CH:13]=[CH:14][CH:15]=2)=[O:7])=[CH:4][C:3]=1[O:2][CH3:1])([CH3:22])[CH3:23] |f:1.2|. Product: OCC(C)(C)C1=C(C=C(C(=O)OCC2=CC=CC=C2)C=C1)OC (benzyl 4-(1-hydroxy-2-methylpropan-2-yl)-3-methoxybenzoate). Procedure: Benzyl 3-methoxy-4-(2-methyl-1-oxopropan-2-yl)benzoate (crude, from step 2) was then treated with MeOH (2 mL) followed by NaBH4 (190 mg, 5.03 mmol). The reaction mixture was stirred for 1 h before it was quenched with brine and extracted with EtOAc. The organic layers were combined, dried over sodium sulfate, and evaporated to give benzyl 4-(1-hydroxy-2-methylpropan-2-yl)-3-methoxybenzoate. The reactants are COC=1C=C(C(=O)OCC2=CC=CC=C2)C=CC1C(C=O)(C)C (benzyl 3-methoxy-4-(2-methyl-1-oxopropan-2-yl)benzoate), [BH4-].[Na+] (NaBH4). Solvent: CO (MeOH). Starting materials: C[O-], CO, Clc1ccc(-c2c(-c3ccccc3)nn3ccccc23)nn1, [Na+]. Product: COc1ccc(-c2c(-c3ccccc3)nn3ccccc23)nn1. Reaction SMILES: [CH3:1][O-:2].[CH3:26][OH:27].[Cl:4][c:5]1[n:6][n:7][c:8](-[c:11]2[c:12](-[c:20]3[cH:21][cH:22][cH:23][cH:24][cH:25]3)[n:13][n:14]3[c:15]2[cH:16][cH:17][cH:18][cH:19]3)[cH:9][cH:10]1.[Na+:3]>>[CH3:1][O:2][c:5]1[n:6][n:7][c:8](-[c:11]2[c:12](-[c:20]3[cH:21][cH:22][cH:23][cH:24][cH:25]3)[n:13][n:14]3[c:15]2[cH:16][cH:17][cH:18][cH:19]3)[cH:9][cH:10]1. Reactants: [Li]N([Si](C)(C)C)[Si](C)(C)C (LiN(TMS)2), NOP(C1=CC=CC=C1)(C1=CC=CC=C1)=O ((aminooxy)diphenylphosphine oxide), C1CCOC1 (THF), [Li+].C[Si](C)(C)[N-][Si](C)(C)C (LiHMDS), N1C(=NC=C1)C(=O)OCC (ethyl 1H-imidazole-2-carboxylate). Run in CN(C)C=O (DMF), CN(C)C=O (DMF). Run at temperature 0 celsius, time 10 minute. Product: NN1C(=NC=C1)C(=O)OCC (ethyl 1-amino-1H-imidazole-2-carboxylate). Yield: 92.8%. RXN SMILES: [Li]N([Si](C)(C)C)[Si](C)(C)C.C1COCC1.[NH:16]1[CH:20]=[CH:19][N:18]=[C:17]1[C:21]([O:23][CH2:24][CH3:25])=[O:22].[NH2:26]OP(=O)(C1C=CC=CC=1)C1C=CC=CC=1>CN(C=O)C>[NH2:26][N:16]1[CH:20]=[CH:19][N:18]=[C:17]1[C:21]([O:23][CH2:24][CH3:25])=[O:22]. Procedure: Alternative procedure using 1M LiN(TMS)2 as base: A 1M THF solution of LiHMDS (19.62 ml, 19.62 mmol) was added dropwise to a solution of ethyl 1H-imidazole-2-carboxylate (2.5 g, 17.84 mmol) in DMF (119 ml) at 0° C. The reaction was stirred at 0° C. for 10 minutes. A DMF (119 ml) suspension of (aminooxy)diphenylphosphine oxide (4.99 g, 21.41 mmol) was added. After stirring for 10 minutes, the ice bath was removed, and stirring was continued at room temperature. After 3 hrs, the starting material ... Reactants: C(C)OC=1C=C(C(=O)O)C=CC1O (3-ethoxy-4-hydroxy-benzoic acid), Cl (HCl), CO (methanol). Product: COC(C1=CC(=C(C=C1)O)OCC)=O (3-Ethoxy-4-hydroxy-benzoic acid methyl ester). Yield: 91.0%. Reaction SMILES: [CH2:1]([O:3][C:4]1[CH:5]=[C:6]([CH:10]=[CH:11][C:12]=1[OH:13])[C:7]([OH:9])=[O:8])[CH3:2].Cl.[CH3:15]O>>[CH3:15][O:8][C:7](=[O:9])[C:6]1[CH:10]=[CH:11][C:12]([OH:13])=[C:4]([O:3][CH2:1][CH3:2])[CH:5]=1. Reported procedure: A solution of 3-ethoxy-4-hydroxy-benzoic acid (5.5 g, 30.19 mmol, 1.0 equiv) in methanol (300 mL) was saturated with anhydrous HCl gas and heated to reflux overnight. Evaporation of the solvent and purification of the crude reaction product over a short plug of silica eluting with dichloromethane yielded 5.4 g (91%) of the title compound. 1H NMR (300 MHz, CDCl3): δ 1.37 (t, J=7.0 Hz, 3H), 3.80 (s, 3H), 4.08 (q, J=7.0 Hz, 2H), 6.11 (s, 1H), 6.86 (d, J=8.3 Hz, 1H), 7.45 (d, J=1.9 Hz, 1H), 7.54 (dd... The product is BrCCCCCCCCCCCCNC(=O)C=1C=NC(=CC1)N1CCN(CC1)CC (N-(12-Bromododecyl)-6-(4-ethyl-1-piperazinyl)pyridine-3-carboxamide). Reaction SMILES: O[CH2:2][CH2:3][CH2:4][CH2:5][CH2:6][CH2:7][CH2:8][CH2:9][CH2:10][CH2:11][CH2:12][CH2:13][NH:14][C:15]([C:17]1[CH:18]=[N:19][C:20]([N:23]2[CH2:28][CH2:27][N:26]([CH2:29][CH3:30])[CH2:25][CH2:24]2)=[CH:21][CH:22]=1)=[O:16].[BrH:31]>C1(C)C=CC=CC=1>[Br:31][CH2:2][CH2:3][CH2:4][CH2:5][CH2:6][CH2:7][CH2:8][CH2:9][CH2:10][CH2:11][CH2:12][CH2:13][NH:14][C:15]([C:17]1[CH:18]=[N:19][C:20]([N:23]2[CH2:28][CH2:27][N:26]([CH2:29][CH3:30])[CH2:25][CH2:24]2)=[CH:21][CH:22]=1)=[O:16]. The reactants are OCCCCCCCCCCCCNC(=O)C=1C=NC(=CC1)N1CCN(CC1)CC (N-(12-hydroxydodecyl)-6-(4-ethyl-1-piperazinyl)pyridine-3-carboxamide), Br (hydrobromic acid). Reported procedure: To a solution of 419 mg of N-(12-hydroxydodecyl)-6-(4-ethyl-1-piperazinyl)pyridine-3-carboxamide in 20 ml of toluene was added 0.60 ml of a 47% hydrobromic acid and the mixture was heated under reflux for one hour. The reaction solution was washed successively with water, a saturated aqueous solution of sodium hydrogen carbonate and a saturated aqueous solution of sodium chloride, dried over anhydrous magnesium sulfate. The solvent was distilled off under reduced pressure, and the residue thus o... Solvent: C1(=CC=CC=C1)C (toluene). Reactants: ice, [N+](=O)(O)[O-] (nitric acid), C(#N)C1=C(C=C(C=C1)NC(=O)C(=O)OCC)C(F)(F)F (2-cyano-5-ethoxalylaminobenzotrifluoride). Solvent: ice water. Reaction conditions: time 3 hour. Yields the product C(#N)C1=C(C=C(C(=C1)[N+](=O)[O-])NC(=O)C(=O)OCC)C(F)(F)F (2-cyano-5-ethoxalylamino-4-nitrobenzotrifluoride). Yield: 61.0%. RXN SMILES: [N+:1]([O-:4])(O)=[O:2].[C:5]([C:7]1[CH:12]=[CH:11][C:10]([NH:13][C:14]([C:16]([O:18][CH2:19][CH3:20])=[O:17])=[O:15])=[CH:9][C:8]=1[C:21]([F:24])([F:23])[F:22])#[N:6]>>[C:5]([C:7]1[CH:12]=[C:11]([N+:1]([O-:4])=[O:2])[C:10]([NH:13][C:14]([C:16]([O:18][CH2:19][CH3:20])=[O:17])=[O:15])=[CH:9][C:8]=1[C:21]([F:22])([F:24])[F:23])#[N:6]. Reported procedure: To 75 ml ice-cooled 100% nitric acid was added gradually 7.25 g (25.3 mmol) 2-cyano-5-ethoxalylaminobenzotrifluoride. Stirring was continued at 25° C. for 3 h. The reaction mixture was poured into 500 ml ice-water to give a crude product. Recrystallization (ethanol-water) gave 5.1 g (61%) 2-cyano-5-ethoxalylamino-4-nitrobenzotrifluoride. M.p. 101°-102° C.